The task is: describe an organic reaction: reactants, conditions, products, and yield. This data is from the Open Reaction Database (ORD), a public repository of structured organic reaction records. The reactants are O.C(C)(C)O (water isopropyl alcohol), FC1=C(C=CC(=C1)I)NC(=O)N ((2-fluoro-4-iodophenyl)-urea), C(#N)CC(=O)O (cyanoacetic acid), CS(=O)(=O)Cl (methanesulfonyl chloride). Run in CN(C=O)C (N,N-dimethylformamide). Yields the product C(#N)CC(=O)NC(=O)NC1=C(C=C(C=C1)I)F (1-(2-cyanoacetyl)-3-(2-fluoro-4-iodophenyl)-urea). As a reaction SMILES: [F:1][C:2]1[CH:7]=[C:6]([I:8])[CH:5]=[CH:4][C:3]=1[NH:9][C:10]([NH2:12])=[O:11].[C:13]([CH2:15][C:16](O)=[O:17])#[N:14].CS(Cl)(=O)=O.O.C(O)(C)C>CN(C)C=O>[C:13]([CH2:15][C:16]([NH:12][C:10]([NH:9][C:3]1[CH:4]=[CH:5][C:6]([I:8])=[CH:7][C:2]=1[F:1])=[O:11])=[O:17])#[N:14] |f:3.4|. Procedure: To a mixture of (2-fluoro-4-iodophenyl)-urea 78 (21.7 g) and cyanoacetic acid 73 (7.88 g) in N,N-dimethylformamide (108 ml) was added, and methanesulfonyl chloride (7.17 ml) was added dropwise with stirring at room temperature. The mixture was stirred at room temperature for 2 hrs, and water-isopropyl alcohol [1:2 (volume ratio), 210 ml] was added dropwise. The mixture was stirred at room temperature for 1 hr. The precipitated crystals were collected by filtration and washed with water to give 1... The reactants are [H][H] (hydrogen), ClC=1C=C2C=CN(C2=CC1)C=1CCN(CC1)CCC1CC2=CC=CC=C2C1 (5-Chloro-1-[1-[2-(indan-2-yl)ethyl]-1,2,3,6-tetrahydropyridin-4yl]-1H-indol), ClC=1C=C2C=CN(C2=CC1)C=1CCN(CC1)CCC1CC2=CC=CC=C2C1 (5-Chloro-1-[1-[2-(indan-2-yl)ethyl]-1,2,3,6-tetrahydropyridin-4-yl]-1H-indole). Reagents/catalysts: [Pt]=O (platinum oxide). Solvent: C(C)(=O)O (acetic acid). Procedure: A mixture of 5-Chloro-1-[1-[2-(indan-2-yl)ethyl]-1,2,3,6-tetrahydropyridin-4yl]-1H-indol. 28a. (1.9 g), acetic acid (50 ml), and platinum oxide (0.1 g) was shaken for 3 h under 3 atm. hydrogen pressure. The mixture was filtered and evaporated in vacuo. The residue was dissolved in ethyl acetate and the organic phase was shaken with dilute ammonium hydroxide and then worked up in a conventional manner. Further purification was done on silica gel eluted with ethyl acetate-heptane (1:1) to give 2.0... RXN SMILES: [Cl:1][C:2]1[CH:3]=[C:4]2[C:8](=[CH:9][CH:10]=1)[N:7]([C:11]1[CH2:12][CH2:13][N:14]([CH2:17][CH2:18][CH:19]3[CH2:27][C:26]4[C:21](=[CH:22][CH:23]=[CH:24][CH:25]=4)[CH2:20]3)[CH2:15][CH:16]=1)[CH:6]=[CH:5]2.[H][H]>[Pt]=O.C(O)(=O)C>[Cl:1][C:2]1[CH:3]=[C:4]2[C:8](=[CH:9][CH:10]=1)[N:7]([CH:11]1[CH2:12][CH2:13][N:14]([CH2:17][CH2:18][CH:19]3[CH2:27][C:26]4[C:21](=[CH:22][CH:23]=[CH:24][CH:25]=4)[CH2:20]3)[CH2:15][CH2:16]1)[CH:6]=[CH:5]2. Yields the product ClC=1C=C2C=CN(C2=CC1)C1CCN(CC1)CCC1CC2=CC=CC=C2C1 (5-Chloro-1-[1-[2-(indan-2-yl)ethyl]piperidin-4-yl]-1H-indole). Reactants: C1CCOC1, COc1cc(C=CC(=O)O)cc(-c2ccc3cc(OC)ccc3c2)c1, CCO, [OH-], [OH-], [Pd+2]. As a reaction SMILES: [CH2:29]1[O:30][CH2:31][CH2:32][CH2:33]1.[CH3:1][O:2][c:3]1[cH:4][c:5]([CH:21]=[CH:22][C:23](=[O:24])[OH:25])[cH:6][c:7](-[c:9]2[cH:10][c:11]3[cH:12][cH:13][c:14]([O:19][CH3:20])[cH:15][c:16]3[cH:17][cH:18]2)[cH:8]1.[CH3:26][CH2:27][OH:28].[OH-:34].[OH-:35].[Pd+2:36]>>[CH3:1][O:2][c:3]1[cH:4][c:5]([CH2:21][CH2:22][C:23](=[O:24])[OH:25])[cH:6][c:7](-[c:9]2[cH:10][c:11]3[cH:12][cH:13][c:14]([O:19][CH3:20])[cH:15][c:16]3[cH:17][cH:18]2)[cH:8]1. The product is COc1cc(CCC(=O)O)cc(-c2ccc3cc(OC)ccc3c2)c1. Yields the product C=Cc1ccc(NC(=O)C(C)(C)C)nc1. Reactants: CC(C)(C)C(=O)Nc1ccc(Br)cn1, C=C[Sn](CCCC)(CCCC)CCCC, Cc1ccccc1, c1ccc(P(c2ccccc2)(c2ccccc2)[Pd](P(c2ccccc2)(c2ccccc2)c2ccccc2)(P(c2ccccc2)(c2ccccc2)c2ccccc2)P(c2ccccc2)(c2ccccc2)c2ccccc2)cc1. As a reaction SMILES: [Br:16][c:17]1[cH:18][cH:19][c:20]([NH:23][C:24]([C:25]([CH3:26])([CH3:27])[CH3:28])=[O:29])[n:21][cH:22]1.[CH2:1]([CH2:2][CH2:14][CH3:15])[Sn:3]([CH2:4][CH2:5][CH2:6][CH3:7])([CH2:8][CH2:9][CH2:10][CH3:11])[CH:12]=[CH2:13].[CH3:30][c:31]1[cH:32][cH:33][cH:34][cH:35][cH:36]1.[cH:37]1[cH:38][cH:39][c:40]([P:41]([Pd:42]([P:43]([c:44]2[cH:45][cH:46][cH:47][cH:48][cH:49]2)([c:50]2[cH:51][cH:52][cH:53][cH:54][cH:55]2)[c:56]2[cH:57][cH:58][cH:59][cH:60][cH:61]2)([P:62]([c:63]2[cH:64][cH:65][cH:66][cH:67][cH:68]2)([c:69]2[cH:70][cH:71][cH:72][cH:73][cH:74]2)[c:75]2[cH:76][cH:77][cH:78][cH:79][cH:80]2)[P:81]([c:82]2[cH:83][cH:84][cH:85][cH:86][cH:87]2)([c:88]2[cH:89][cH:90][cH:91][cH:92][cH:93]2)[c:94]2[cH:95][cH:96][cH:97][cH:98][cH:99]2)([c:100]2[cH:101][cH:102][cH:103][cH:104][cH:105]2)[c:106]2[cH:107][cH:108][cH:109][cH:110][cH:111]2)[cH:112][cH:113]1>>[CH:1](=[CH2:2])[c:17]1[cH:18][cH:19][c:20]([NH:23][C:24]([C:25]([CH3:26])([CH3:27])[CH3:28])=[O:29])[n:21][cH:22]1. The reactants are C(=O)(N1C=NC=C1)N1C=NC=C1 (carbonyldiimidazole), CC1=C(C=C(S1)C(=O)O)NC(CC1=CC=CC=C1)=O (5-methyl-4-phenylacetylamino-thiophene-2-carboxylic acid), C(C1=CC=CC=C1)N (benzyl amine). Yields the product C(C1=CC=CC=C1)NC(=O)C=1SC(=C(C1)NC(CC1=CC=CC=C1)=O)C (5-methyl-4-phenylacetylamino-thiophene-2-carboxylic acid benzylamide). The yield is 92.3%. As a reaction SMILES: C(N1C=CN=C1)(N1C=CN=C1)=O.[CH3:13][C:14]1[S:18][C:17]([C:19]([OH:21])=O)=[CH:16][C:15]=1[NH:22][C:23](=[O:31])[CH2:24][C:25]1[CH:30]=[CH:29][CH:28]=[CH:27][CH:26]=1.[CH2:32]([NH2:39])[C:33]1[CH:38]=[CH:37][CH:36]=[CH:35][CH:34]=1>>[CH2:32]([NH:39][C:19]([C:17]1[S:18][C:14]([CH3:13])=[C:15]([NH:22][C:23](=[O:31])[CH2:24][C:25]2[CH:30]=[CH:29][CH:28]=[CH:27][CH:26]=2)[CH:16]=1)=[O:21])[C:33]1[CH:38]=[CH:37][CH:36]=[CH:35][CH:34]=1. Procedure: The title compound was prepared according to the procedure described for Example 2 using carbonyldiimidazole (0.26 g, 1.7 mmol), 5-methyl-4-phenylacetylamino-thiophene-2-carboxylic acid from Step 1 (0.29 g, 1.1 mmol), and benzyl amine (0.11 g, 1.1 mmol). Acidification of the aqueous workup mixture with dilute hydrochloric acid prior to filtration afforded 0.37 g of 5-methyl-4-phenylacetylamino-thiophene-2-carboxylic acid benzylamide. A sample of the crude product was stirred in 2 M aqueous KHCO3...